Dataset: the Open Reaction Database (ORD), a public repository of structured organic reaction records. Task: describe an organic reaction: reactants, conditions, products, and yield The reactants are C1(=CC=CC=C1)C1(SCCS1)C1=CC=C(C(=O)N2CC3=C(CC2)C=CO3)C=C1 (6-[4-(2-phenyl-1,3-dithiolan-2-yl)benzoyl]-4,5,6,7-tetrahydrofuro[2,3-c]pyridine), N1CCCC1 (pyrrolidine), C=O (formaldehyde). As a reaction SMILES: [C:1]1([C:7]2([C:12]3[CH:28]=[CH:27][C:15]([C:16]([N:18]4[CH2:23][CH2:22][C:21]5[CH:24]=[CH:25][O:26][C:20]=5[CH2:19]4)=[O:17])=[CH:14][CH:13]=3)[S:11][CH2:10][CH2:9][S:8]2)[CH:6]=[CH:5][CH:4]=[CH:3][CH:2]=1.[NH:29]1[CH2:33][CH2:32][CH2:31][CH2:30]1.[CH2:34]=O>C(O)(=O)C>[C:1]1([C:7]2([C:12]3[CH:28]=[CH:27][C:15]([C:16]([N:18]4[CH2:23][CH2:22][C:21]5[CH:24]=[C:25]([CH2:34][N:29]6[CH2:33][CH2:32][CH2:31][CH2:30]6)[O:26][C:20]=5[CH2:19]4)=[O:17])=[CH:14][CH:13]=3)[S:8][CH2:9][CH2:10][S:11]2)[CH:2]=[CH:3][CH:4]=[CH:5][CH:6]=1. Product: C1(=CC=CC=C1)C1(SCCS1)C1=CC=C(C(=O)N2CC3=C(CC2)C=C(O3)CN3CCCC3)C=C1 (6-[4-(2-phenyl-1,3-dithiolan-2-yl)benzoyl]-2-(1-pyrrolidinylmethyl)-4,5,6,7-tetrahydrofuro[2,3-c]pyridine). Run at temperature 100 celsius, time 1 hour. The solvent is C(C)(=O)O (acetic acid). Reported procedure: To a solution of 0.719 g (1.764 mmol) of 6-[4-(2-phenyl-1,3-dithiolan-2-yl)benzoyl]-4,5,6,7-tetrahydrofuro[2,3-c]pyridine in 10 ml of acetic acid, 0.22 ml (2.65 mmol) of pyrrolidine and 0.21 g (2.65 mmol) of 37% aqueous formaldehyde were added, followed by stirring at 100° C. for 1 hour. After the solvent was distilled off under reduced pressure, the residual solution was alkalified with aqueous sodium hydroxide and extracted with ethyl acetate 3 times. The combined organic layer was dried over ... The reactants are OCCCCC1SC2=C(NC1=O)C=CC=C2 (2-(4-hydroxybutyl)-2H-1,4-benzothiazin-3(4H)-one), S(=O)(Cl)Cl (thionyl chloride). Yields the product ClCCCCC1SC2=C(NC1=O)C=CC=C2 (2-(4-chlorobutyl)-2H-1,4-benzothiazin-3(4H)-one). Isolated yield 59.0%. RXN SMILES: O[CH2:2][CH2:3][CH2:4][CH2:5][CH:6]1[C:11](=[O:12])[NH:10][C:9]2[CH:13]=[CH:14][CH:15]=[CH:16][C:8]=2[S:7]1.S(Cl)([Cl:19])=O>>[Cl:19][CH2:2][CH2:3][CH2:4][CH2:5][CH:6]1[C:11](=[O:12])[NH:10][C:9]2[CH:13]=[CH:14][CH:15]=[CH:16][C:8]=2[S:7]1. Procedure details: By a process similar to that in Reference Example 13-(2), 2-(4-hydroxybutyl)-2H-1,4-benzothiazin-3(4H)-one was allowed to react with thionyl chloride to obtain 2-(4-chlorobutyl)-2H-1,4-benzothiazin-3(4H)-one. The yield was 59.0%. m.p. 111°-112° C. (recrystallized from ethyl acetate-hexane). The reactants are COC(=O)CBr, O=C([O-])O, CN(C)P(=O)(N(C)C)N(C)C, Nc1ccc2c(c1)CC(NS(=O)(=O)c1ccc(Cl)cc1)C2, [Na+], O. Product: COC(=O)CNc1ccc2c(c1)CC(NS(=O)(=O)c1ccc(Cl)cc1)C2. RXN SMILES: [Br:27][CH2:28][C:29](=[O:30])[O:31][CH3:32].[C:22](=[O:23])([O-:24])[OH:25].[CH3:34][N:35]([CH3:36])[P:37](=[O:38])([N:39]([CH3:40])[CH3:41])[N:42]([CH3:43])[CH3:44].[NH2:1][c:2]1[cH:3][c:4]2[c:8]([cH:9][cH:10]1)[CH2:7][CH:6]([NH:11][S:12](=[O:13])(=[O:14])[c:15]1[cH:16][cH:17][c:18]([Cl:21])[cH:19][cH:20]1)[CH2:5]2.[Na+:26].[OH2:33]>>[NH:1]([c:2]1[cH:3][c:4]2[c:8]([cH:9][cH:10]1)[CH2:7][CH:6]([NH:11][S:12](=[O:13])(=[O:14])[c:15]1[cH:16][cH:17][c:18]([Cl:21])[cH:19][cH:20]1)[CH2:5]2)[CH2:28][C:29](=[O:30])[O:31][CH3:32]. Reactants: CO, O=C([O-])c1cccc(Cl)c1, O=C([O-])c1cccc(Cl)c1, [Mg+2]. The product is O=C(OO)c1cccc(Cl)c1. RXN SMILES: [CH3:22][OH:23].[Cl:12][c:13]1[cH:14][c:15]([C:20](=[O:17])[O-:21])[cH:16][cH:18][cH:19]1.[Cl:1][c:2]1[cH:3][c:4]([C:5](=[O:6])[O-:7])[cH:8][cH:9][cH:10]1.[Mg+2:11]>>[Cl:1][c:2]1[cH:3][c:4]([C:5]([O:6][OH:17])=[O:7])[cH:8][cH:9][cH:10]1. Starting materials: CCOC(=O)CBr, C[Si](C)(C)OC1CNC(=O)C1, CCOC(=O)CN1CC(O[Si](C)(C)C)CC1=O, CC#N, Cl, [H-], [Na+]. Yields the product CCOC(=O)CN1CC(O)CC1=O. RXN SMILES: [Br:12][CH2:13][C:14]([O:15][CH2:16][CH3:17])=[O:18].[CH3:1][Si:2]([CH3:3])([CH3:4])[O:5][CH:6]1[CH2:7][NH:8][C:9](=[O:10])[CH2:11]1.[CH3:21][Si:22]([O:23][CH:24]1[CH2:25][C:26](=[O:35])[N:27]([CH2:29][C:30](=[O:31])[O:32][CH2:33][CH3:34])[CH2:28]1)([CH3:36])[CH3:37].[CH3:39][C:40]#[N:41].[ClH:38].[H-:19].[Na+:20]>>[OH:23][CH:24]1[CH2:25][C:26](=[O:35])[N:27]([CH2:29][C:30](=[O:31])[O:32][CH2:33][CH3:34])[CH2:28]1.